From a dataset of the Open Reaction Database (ORD), a public repository of structured organic reaction records. describe an organic reaction: reactants, conditions, products, and yield The reactants are CCCCCCC.CCOC(=O)C (n-heptane EtOAc), ClC=1C=CC2=C(C=C(O2)C=O)C1 (5-chlorobenzofuran-2-carboxaldehyde), C(=O)C=P(C1=CC=CC=C1)(C1=CC=CC=C1)C1=CC=CC=C1 (formylmethylene triphenylphosphorane). Solvent: C(Cl)Cl (CH2Cl2). Product: ClC=1C=CC2=C(C=C(O2)/C=C/C=O)C1 ((E)-3-(5-Chlorobenzofuran-2-yl)-prop-2-enal). Yield: 68.9%. RXN SMILES: [Cl:1][C:2]1[CH:3]=[CH:4][C:5]2[O:9][C:8]([CH:10]=O)=[CH:7][C:6]=2[CH:12]=1.[CH:13]([CH:15]=P(C1C=CC=CC=1)(C1C=CC=CC=1)C1C=CC=CC=1)=[O:14].CCCCCCC.CCOC(C)=O>C(Cl)Cl>[Cl:1][C:2]1[CH:3]=[CH:4][C:5]2[O:9][C:8](/[CH:10]=[CH:15]/[CH:13]=[O:14])=[CH:7][C:6]=2[CH:12]=1 |f:2.3|. Reported procedure: A solution of 5-chlorobenzofuran-2-carboxaldehyde (813 mg, 4.50 mmol) and formylmethylene triphenylphosphorane (1.37 g, 4.50 mmol) in CH2Cl2 (40 ml) was treated as sen in preparation 1. After a chromatography on silicagel (n-heptane/EtOAc 4/1) pure title compound (640 mg, 3.10 mmol, yield 68.8%) as yellow crystals was obtained. Starting materials: O=C([O-])O, CCc1ccccc1N1CCC(Nn2cccc2)CC1, CCOC(=O)Cl, ClCCl, [Na+]. Yields the product CCOC(=O)N(C1CCN(c2ccccc2CC)CC1)n1cccc1, Cl. RXN SMILES: [C:21](=[O:22])([OH:23])[O-:24].[CH3:1][CH2:2][c:3]1[c:4]([N:9]2[CH2:10][CH2:11][CH:12]([NH:15][n:16]3[cH:17][cH:18][cH:19][cH:20]3)[CH2:13][CH2:14]2)[cH:5][cH:6][cH:7][cH:8]1.[Cl:26][C:27](=[O:28])[O:29][CH2:30][CH3:31].[Cl:32][CH2:33][Cl:34].[Na+:25]>>[CH3:1][CH2:2][c:3]1[c:4]([N:9]2[CH2:10][CH2:11][CH:12]([N:15]([n:16]3[cH:17][cH:18][cH:19][cH:20]3)[C:27](=[O:28])[O:29][CH2:30][CH3:31])[CH2:13][CH2:14]2)[cH:5][cH:6][cH:7][cH:8]1.[ClH:26]. Starting materials: Cl.NC=1C=C(C=CC1)CCC(=O)OCC (ethyl 3-aminobenzenepropanoate hydrochloride), C=O (formaldehyde), C(#N)[BH3-].[Na+] (sodium cyanoborohydride), C(CC)(=O)O (propionic acid). Solvent: CO (methanol). Conditions: time 8 hour. The product is CN(C=1C=C(C=CC1)CCC(=O)OCC)C (ethyl 3-dimethylaminobenzenepropanoate). Yield: 77.8%. RXN SMILES: Cl.N[C:3]1[CH:4]=[C:5]([CH2:9][CH2:10][C:11]([O:13][CH2:14][CH3:15])=[O:12])[CH:6]=[CH:7][CH:8]=1.C=O.[C:18]([BH3-])#[N:19].[Na+].[C:22](O)(=O)CC>CO>[CH3:22][N:19]([CH3:18])[C:3]1[CH:4]=[C:5]([CH2:9][CH2:10][C:11]([O:13][CH2:14][CH3:15])=[O:12])[CH:6]=[CH:7][CH:8]=1 |f:0.1,3.4|. Reported procedure: To a solution of 98.5 g (0.43 moles) of ethyl 3-aminobenzenepropanoate hydrochloride in 1500 ml of methanol and 400 ml 37% aqueous formaldehyde (4.3 moles) was added 74 g (1.16 moles) of sodium cyanoborohydride. The reaction was allowed to stir overnight under a nitrogen atmosphere. After 425 ml (5.16 moles) of propionic acid were added, the reaction mixture was refluxed for 4.5 hours. The methanol was evaporated in vacuo and the residue was brought to pH 6.8 by 25% sodium hydroxide addition. Th... The reactants are ClCCl, COC(=O)c1ccc(N)nc1, CC(C)CC(C(=O)O)N1CC2=C(Oc3c(Cl)cccc3C2)C1=O, O, On1nnc2ccccc21. The product is COC(=O)c1ccc(NC(=O)C(CC(C)C)N2CC3=C(Oc4c(Cl)cccc4C3)C2=O)nc1. RXN SMILES: [CH2:45]([Cl:46])[Cl:47].[CH3:24][O:25][C:26]([c:27]1[cH:28][n:29][c:30]([NH2:33])[cH:31][cH:32]1)=[O:34].[Cl:1][c:2]1[cH:3][cH:4][cH:5][c:6]2[c:23]1[O:22][C:9]1=[C:8]([CH2:7]2)[CH2:12][N:11]([CH:13]([C:14](=[O:15])[OH:16])[CH2:17][CH:18]([CH3:19])[CH3:20])[C:10]1=[O:21].[OH2:48].[OH:35][n:36]1[c:37]2[cH:38][cH:39][cH:40][cH:41][c:42]2[n:43][n:44]1>>[Cl:1][c:2]1[cH:3][cH:4][cH:5][c:6]2[c:23]1[O:22][C:9]1=[C:8]([CH2:7]2)[CH2:12][N:11]([CH:13]([C:14](=[O:15])[NH:33][c:30]2[n:29][cH:28][c:27]([C:26]([O:25][CH3:24])=[O:34])[cH:32][cH:31]2)[CH2:17][CH:18]([CH3:19])[CH3:20])[C:10]1=[O:21]. Reactants: CN=C=O (methyl isocyanate), C(#N)CCNN=CC1=CC=CC=C1 (benzaldehyde (2-cyanoethyl)hydrazone). The solvent is C1=CC=CC=C1 (benzene). Product: C(#N)CCN(N=CC1=CC=CC=C1)C(NC)=O (Benzaldehyde (2-cyanoethyl)(N-methylcarbamoyl)hydrazone). As a reaction SMILES: [CH3:1][N:2]=[C:3]=[O:4].[C:5]([CH2:7][CH2:8][NH:9][N:10]=[CH:11][C:12]1[CH:17]=[CH:16][CH:15]=[CH:14][CH:13]=1)#[N:6]>C1C=CC=CC=1>[C:5]([CH2:7][CH2:8][N:9]([C:3](=[O:4])[NH:2][CH3:1])[N:10]=[CH:11][C:12]1[CH:17]=[CH:16][CH:15]=[CH:14][CH:13]=1)#[N:6]. Procedure: 0.57 g (10-2 moles) of methyl isocyanate is added, at 25° C., to a solution of 10-2 moles of benzaldehyde (2-cyanoethyl)hydrazone in 30 ml of anhydrous benzene. The mixture is then heated to boiling temperature and left under reflux for 30 minutes. On cooling, the acylated compound crystallizes. It is filtered, drained and then recrystallized from a mixture of benzene and cyclohexane. Its melting point is 145° C. The reaction yield is 48%. The reactants are [BH4-], CCO, CO, [Cl-], CN(C)c1sc2cc(OCc3ccccc3)ccc2c1C(=O)c1ccc(CN2CCCC2)c([N+](=O)[O-])c1, [Na+], [Na+], [OH-], O, O, O. Yields the product CN(C)c1sc2cc(OCc3ccccc3)ccc2c1C(=O)c1ccc(CN2CCCC2)c(N)c1. RXN SMILES: [BH4-:41].[CH3:45][CH2:46][OH:47].[CH3:48][OH:49].[Cl-:40].[N+:1]([O-:2])(=[O:3])[c:4]1[cH:5][c:6]([C:16](=[O:17])[c:18]2[c:19]3[c:20]([s:21][c:22]2[N:23]([CH3:24])[CH3:25])[cH:26][c:27]([O:30][CH2:31][c:32]2[cH:33][cH:34][cH:35][cH:36][cH:37]2)[cH:28][cH:29]3)[cH:7][cH:8][c:9]1[CH2:10][N:11]1[CH2:12][CH2:13][CH2:14][CH2:15]1.[Na+:42].[Na+:44].[OH-:43].[OH2:38].[OH2:39].[OH2:50]>>[NH2:1][c:4]1[cH:5][c:6]([C:16](=[O:17])[c:18]2[c:19]3[c:20]([s:21][c:22]2[N:23]([CH3:24])[CH3:25])[cH:26][c:27]([O:30][CH2:31][c:32]2[cH:33][cH:34][cH:35][cH:36][cH:37]2)[cH:28][cH:29]3)[cH:7][cH:8][c:9]1[CH2:10][N:11]1[CH2:12][CH2:13][CH2:14][CH2:15]1. Reactants: BrC1=CC=C(C=C1)[C@H](C)N1C(O[C@](CC1)(C1=CC=CC=C1)CC(C)(C)O)=O ((S)-3-((S)-1-(4-bromophenyl)ethyl)-6-(2-hydroxy-2-methylpropyl)-6-phenyl-1,3-oxazinan-2-one), BrC1=NC=C(C=C1)F (2-bromo-5-fluoropyridine). The product is FC=1C=CC(=NC1)C1=CC=C(C=C1)[C@H](C)N1C(O[C@](CC1)(C1=CC=CC=C1)CC(C)(C)O)=O ((S)-3-((S)-1-(4-(5-fluoropyridin-2-yl)phenyl)ethyl)-6-(2-hydroxy-2-methylpropyl)-6-phenyl-1,3-oxazinan-2-one). As a reaction SMILES: Br[C:2]1[CH:7]=[CH:6][C:5]([C@@H:8]([N:10]2[CH2:15][CH2:14][C@:13]([CH2:22][C:23]([OH:26])([CH3:25])[CH3:24])([C:16]3[CH:21]=[CH:20][CH:19]=[CH:18][CH:17]=3)[O:12][C:11]2=[O:27])[CH3:9])=[CH:4][CH:3]=1.Br[C:29]1[CH:34]=[CH:33][C:32]([F:35])=[CH:31][N:30]=1>>[F:35][C:32]1[CH:33]=[CH:34][C:29]([C:2]2[CH:7]=[CH:6][C:5]([C@@H:8]([N:10]3[CH2:15][CH2:14][C@:13]([CH2:22][C:23]([OH:26])([CH3:24])[CH3:25])([C:16]4[CH:17]=[CH:18][CH:19]=[CH:20][CH:21]=4)[O:12][C:11]3=[O:27])[CH3:9])=[CH:4][CH:3]=2)=[N:30][CH:31]=1. Reported procedure: The title compound was prepared from (S)-3-((S)-1-(4-bromophenyl)ethyl)-6-(2-hydroxy-2-methylpropyl)-6-phenyl-1,3-oxazinan-2-one following procedures analogous to those described in Example 313 Steps 3 and 4 using 2-bromo-5-fluoropyridine in Step 4. LC-MS Method 2 tR=1.363, m/z=390.9; 1H NMR (CDCl3) 1.11 (s, 3H), 1.19 (s, 3H), 1.53 (d, 3H), 2.16-2.30 (m, 4H), 2.32-2.43 (m, 1H), 2.86 (m, 1H), 5.71 (m, 1H), 7.03 (d, 2H), 7.30 (m, 1H), 7.36 (m, 4H), 7.44 (m, 1H), 7.69 (dd, 1H), 7.68 (d, 2H), 8.43 (...